Dataset: the Open Reaction Database (ORD), a public repository of structured organic reaction records. Task: describe an organic reaction: reactants, conditions, products, and yield The reactants are Cc1ccccc1, O=C(O)c1ccnc(Cl)c1, [H-], [Na+], C1COCCOCCOCCOCCOCCO1, OCc1ccccc1. Product: O=C(O)c1ccnc(OCc2ccccc2)c1. As a reaction SMILES: [CH3:39][c:40]1[cH:41][cH:42][cH:43][cH:44][cH:45]1.[Cl:1][c:2]1[cH:3][c:4]([C:5](=[O:6])[OH:7])[cH:8][cH:9][n:10]1.[H-:19].[Na+:20].[O:21]1[CH2:22][CH2:23][O:24][CH2:25][CH2:26][O:27][CH2:28][CH2:29][O:30][CH2:31][CH2:32][O:33][CH2:34][CH2:35][O:36][CH2:37][CH2:38]1.[OH:11][CH2:12][c:13]1[cH:14][cH:15][cH:16][cH:17][cH:18]1>>[c:2]1([O:11][CH2:12][c:13]2[cH:14][cH:15][cH:16][cH:17][cH:18]2)[cH:3][c:4]([C:5](=[O:6])[OH:7])[cH:8][cH:9][n:10]1. Starting materials: N1(CCCC1)C1(COC1)C#N (3-Pyrrolidin-1-yl-oxetane-3-carbonitrile), C1(CCC1)=O (cyclobutanone), N1CCSCC1 (thiomorpholine). Product: N1(CCSCC1)C1(CCC1)C#N (1-Thiomorpholin-4-yl-cyclobutanecarbonitrile). Reaction SMILES: [N:1]1(C2(C#N)COC2)CCC[CH2:2]1.[C:12]1(=O)[CH2:15][CH2:14][CH2:13]1.[NH:17]1[CH2:22][CH2:21][S:20][CH2:19][CH2:18]1>>[N:17]1([C:12]2([C:2]#[N:1])[CH2:15][CH2:14][CH2:13]2)[CH2:22][CH2:21][S:20][CH2:19][CH2:18]1. Procedure: The title compound, white solid, MS: m/e=182.9 [(M+H)+], was prepared in accordance with the general method of intermediate A from cyclobutanone and thiomorpholine. Reactants: O.[PH2](=O)[O-].[Na+] (sodium hypophosphite hydrate), ClC1=CC(=C(C(=C1N)[N+](=O)[O-])F)F (6-chloro-3,4-difluoro-2-nitroaniline), P(O)(O)(O)=O (phosphoric acid), N(=O)[O-].[Na+] (sodium nitrite). The reagents and catalysts are [Cu-]=O (copper(I) oxide). Solvent: O (water), CCOCC (ether), O (water), S(O)(O)(=O)=O (sulfuric acid). Reaction conditions: temperature 0 celsius, time 1 hour. The product is ClC=1C=C(C(=C(C1)F)F)[N+](=O)[O-] (5-chloro-1,2-difluoro-3-nitrobenzene). The yield is 53.2%. Reaction SMILES: [Cl:1][C:2]1[C:7](N)=[C:6]([N+:9]([O-:11])=[O:10])[C:5]([F:12])=[C:4]([F:13])[CH:3]=1.N([O-])=O.[Na+].P(=O)(O)(O)O.O.[PH2]([O-])=O.[Na+]>S(=O)(=O)(O)O.O.CCOCC.[Cu-]=O>[Cl:1][C:2]1[CH:7]=[C:6]([N+:9]([O-:11])=[O:10])[C:5]([F:12])=[C:4]([F:13])[CH:3]=1 |f:1.2,4.5.6|. Reported procedure: A solution of 6-chloro-3,4-difluoro-2-nitroaniline (3.30 g, 15.8 mmol) in concentrated sulfuric acid (8.3 mL) was stirred at rt for 3 h and was then cooled to 0° C. A solution of sodium nitrite (1.3 g, 18.8 mmol) concentrated sulfuric acid (6.7 mL) was added slowly followed by phosphoric acid (85%, 15 mL) added drop wise. A dark brown precipitate formed, and the resulting slurry was stirred for 1 h at 0° C. A suspension of copper(I) oxide (2.4 g, 30 mmol) and sodium hypophosphite hydrate (5.6 g,... Starting materials: C1(=CC=C(C=C1)S(=O)(=O)O)C (p-toluenesulphonic acid), ClC1=C(C(=O)C(C(=O)OCC)C(=O)OCC)C=C(C(=C1F)C)F (diethyl 2-chloro-3,5-difluoro-4-methyl-benzoyl-malonate). The solvent is O (water). Yields the product ClC1=C(C(=O)CC(=O)OCC)C=C(C(=C1F)C)F (ethyl 2-chloro-3,5-difluoro-4-methylbenzoyl-acetate). Isolated yield 63.9%. Reaction SMILES: C1(C)C=CC(S(O)(=O)=O)=CC=1.[Cl:12][C:13]1[C:31]([F:32])=[C:30]([CH3:33])[C:29]([F:34])=[CH:28][C:14]=1[C:15]([CH:17](C(OCC)=O)[C:18]([O:20][CH2:21][CH3:22])=[O:19])=[O:16]>O>[Cl:12][C:13]1[C:31]([F:32])=[C:30]([CH3:33])[C:29]([F:34])=[CH:28][C:14]=1[C:15]([CH2:17][C:18]([O:20][CH2:21][CH3:22])=[O:19])=[O:16]. Reported procedure: 0.1 g of p-toluenesulphonic acid is added to an emulsion of 65.1 g of crude diethyl 2-chloro-3,5-difluoro-4-methyl-benzoyl-malonate in 70 ml of water. The mixture is heated to the boiling point for 4.5 hours, with thorough stirring, the cooled emulsion is extracted several times with methylene chloride, the combined CH2Cl2 solutions are washed once with saturated NaCl solution and dried with Na2SO4 and the solvent is distilled off in vacuo. Fractionation of the residue under a fine vacuum gives ... Starting materials: BrC1=CN=C(C=2N1C=C(N2)\C=C\C2=NC1=CC=CC=C1C=C2)N2CCOCC2 ((E)-4-(5-Bromo-2-(2-(quinolin-2-yl)vinyl)imidazo[1,2-a]pyrazin-8-yl)morpholine), S(=O)(=O)(C1=CC=C(C)C=C1)NN (TosNHNH2), CC(=O)[O-].[Na+] (NaOAc). The solvent is COCCOC.O (DME H2O). Conditions: temperature 80 celsius, time 8 hour. Yields the product BrC1=CN=C(C=2N1C=C(N2)CCC2=NC1=CC=CC=C1C=C2)N2CCOCC2 (4-(5-Bromo-2-(2-(quinolin-2-yl)ethyl)imidazo[1,2-a]pyrazin-8-yl)morpholine). The yield is 73.3%. As a reaction SMILES: [Br:1][C:2]1[N:7]2[CH:8]=[C:9](/[CH:11]=[CH:12]/[C:13]3[CH:22]=[CH:21][C:20]4[C:15](=[CH:16][CH:17]=[CH:18][CH:19]=4)[N:14]=3)[N:10]=[C:6]2[C:5]([N:23]2[CH2:28][CH2:27][O:26][CH2:25][CH2:24]2)=[N:4][CH:3]=1.S(NN)(C1C=CC(C)=CC=1)(=O)=O.CC([O-])=O.[Na+]>COCCOC.O>[Br:1][C:2]1[N:7]2[CH:8]=[C:9]([CH2:11][CH2:12][C:13]3[CH:22]=[CH:21][C:20]4[C:15](=[CH:16][CH:17]=[CH:18][CH:19]=4)[N:14]=3)[N:10]=[C:6]2[C:5]([N:23]2[CH2:28][CH2:27][O:26][CH2:25][CH2:24]2)=[N:4][CH:3]=1 |f:2.3,4.5|. Reported procedure: To a solution of compound 2b (5.00 g, 10.9 mmol, as prepared in Example 2, Step B) in DME/H2O (10:1 v/v, 150 mL) was added TosNHNH2 (6.41 g, 34.5 mmol) and NaOAc (4.70 g, 57.3 mmol). The reaction mixture was stirred at 80° C. overnight. After cooling to rt, the reaction was quenched with H2O (200 mL). The solids were collected by filtration and washed with Et2O to obtain compound 3a as a white solid (3.50 g, 67% yield). Mass Spectrum (LCMS, ESI pos.): Calcd. for C21H20BrN5O: 438.1 (M+H). found: ... Starting materials: [Br-], CCCC[N+](CCCC)(CCCC)CCCC, Cc1ccccc1, CCCCCC, CC(C)C(C(=O)O)c1ccc(OC(F)(F)F)cc1, [Cl-], N#C[Na], O=Cc1ccc(F)c(Oc2ccccc2)c1, O. The product is CC(C)C(C(=O)OC(C#N)c1ccc(F)c(Oc2ccccc2)c1)c1ccc(OC(F)(F)F)cc1. As a reaction SMILES: [Br-:40].[CH3:41][CH2:42][CH2:43][CH2:44][N+:45]([CH2:46][CH2:47][CH2:48][CH3:49])([CH2:50][CH2:51][CH2:52][CH3:53])[CH2:54][CH2:55][CH2:56][CH3:57].[CH3:58][c:59]1[cH:60][cH:61][cH:62][cH:63][cH:64]1.[CH3:65][CH2:66][CH2:67][CH2:68][CH2:69][CH3:70].[CH:18]([CH3:19])([CH3:20])[CH:21]([C:22](=[O:23])[OH:24])[c:25]1[cH:26][cH:27][c:28]([O:31][C:32]([F:33])([F:34])[F:35])[cH:29][cH:30]1.[Cl-:17].[Na:36][C:37]#[N:38].[O:1]([c:2]1[cH:3][cH:4][cH:5][cH:6][cH:7]1)[c:8]1[cH:9][c:10]([CH:11]=[O:12])[cH:13][cH:14][c:15]1[F:16].[OH2:39]>>[O:1]([c:2]1[cH:3][cH:4][cH:5][cH:6][cH:7]1)[c:8]1[cH:9][c:10]([CH:11]([O:12][C:22]([CH:21]([CH:18]([CH3:19])[CH3:20])[c:25]2[cH:26][cH:27][c:28]([O:31][C:32]([F:33])([F:34])[F:35])[cH:29][cH:30]2)=[O:23])[C:37]#[N:38])[cH:13][cH:14][c:15]1[F:16]. The reactants are O=C(n1ccnc1)n1ccnc1, CCOC(=O)CC(=O)[O-], Cl, O=C(O)c1ccnc(F)c1, [Mg+], C1CCOC1. Yields the product CCOC(=O)CC(=O)c1ccnc(F)c1. Reaction SMILES: [C:11]([n:12]1[cH:13][cH:14][n:15][cH:16]1)([n:17]1[cH:18][cH:19][n:20][cH:21]1)=[O:22].[C:24]([CH2:25][C:26]([O-:27])=[O:28])(=[O:29])[O:30][CH2:31][CH3:32].[ClH:33].[F:1][c:2]1[n:3][cH:4][cH:5][c:6]([C:8](=[O:9])[OH:10])[cH:7]1.[Mg+:23].[O:34]1[CH2:35][CH2:36][CH2:37][CH2:38]1>>[F:1][c:2]1[n:3][cH:4][cH:5][c:6]([C:8](=[O:10])[CH2:25][C:24](=[O:29])[O:30][CH2:31][CH3:32])[cH:7]1.